This data is from the Open Reaction Database (ORD), a public repository of structured organic reaction records. The task is: describe an organic reaction: reactants, conditions, products, and yield Reactants: C(C)(C)OC1=C(C=C(C(=O)N2CCC3(CC2)C=2N(C4=C(O3)C=CC=C4)C(=CC2)C#N)C=C1)C (1′-(4-isopropoxy-3-methylbenzoyl)spiro[benzo[b]pyrrolo[1,2-d][1,4]oxazine-4,4′-piperidine]-1-carbonitrile), Cl (HCl), [BH4-].[Na+] (NaBH4). The reagents and catalysts are Cl[Co]Cl (dichlorocobalt). Run in CO (MeOH). Conditions: time 15 minute. Yields the product NCC1=CC=C2N1C1=C(OC23CCN(CC3)C(=O)C3=CC(=C(C=C3)OC(C)C)C)C=CC=C1 ((1-(aminomethyl)spiro[benzo[b]pyrrolo[1,2-d][1,4]oxazine-4,4′-piperidine]-1′-yl)(4-isopropoxy-3-methylphenyl)methanone). The yield is 66.7%. As a reaction SMILES: [CH:1]([O:4][C:5]1[CH:32]=[CH:31][C:8]([C:9]([N:11]2[CH2:16][CH2:15][C:14]3([O:21][C:20]4[CH:22]=[CH:23][CH:24]=[CH:25][C:19]=4[N:18]4[C:26]([C:29]#[N:30])=[CH:27][CH:28]=[C:17]34)[CH2:13][CH2:12]2)=[O:10])=[CH:7][C:6]=1[CH3:33])([CH3:3])[CH3:2].[BH4-].[Na+].Cl>CO.Cl[Co]Cl>[NH2:30][CH2:29][C:26]1[N:18]2[C:19]3[CH:25]=[CH:24][CH:23]=[CH:22][C:20]=3[O:21][C:14]3([CH2:15][CH2:16][N:11]([C:9]([C:8]4[CH:31]=[CH:32][C:5]([O:4][CH:1]([CH3:2])[CH3:3])=[C:6]([CH3:33])[CH:7]=4)=[O:10])[CH2:12][CH2:13]3)[C:17]2=[CH:28][CH:27]=1 |f:1.2|. Procedure details: To a solution of 1′-(4-isopropoxy-3-methylbenzoyl)spiro[benzo[b]pyrrolo[1,2-d][1,4]oxazine-4,4′-piperidine]-1-carbonitrile (255 mg, 0.572 mmol) in MeOH (15.3 mL) at 0° C. was added dichlorocobalt (149 mg, 1.14 mmol) followed by portion wise addition of NaBH4 (216. mg, 5.72 mmol). The reaction mixture was allowed to stir for 15 minutes at room temperature before it was cooled to 0° C. and acidified with 1M HCl. The solvent was removed under reduced pressure, and the residue was partitioned betwee... Reactants: C(C)(C)(C)OC(=O)N1CCC(CC1)OC1=NC=C(C=C1)C(N)=O (4-(5-carbamoyl-pyridin-2-yloxy)-piperidine-1-carboxylic acid tert-butyl ester), Cl (hydrochloric acid). Run in O1CCCC1 (tetrahydrofuran). Product: Cl.N1CCC(CC1)OC1=NC=C(C(=O)N)C=C1 (6-(Piperidin-4-yloxy)-nicotinamide hydrochloride). The yield is 89.0%. RXN SMILES: C(OC([N:8]1[CH2:13][CH2:12][CH:11]([O:14][C:15]2[CH:20]=[CH:19][C:18]([C:21](=[O:23])[NH2:22])=[CH:17][N:16]=2)[CH2:10][CH2:9]1)=O)(C)(C)C.[ClH:24]>O1CCCC1>[ClH:24].[NH:8]1[CH2:13][CH2:12][CH:11]([O:14][C:15]2[CH:20]=[CH:19][C:18]([C:21]([NH2:22])=[O:23])=[CH:17][N:16]=2)[CH2:10][CH2:9]1 |f:3.4|. Procedure: Combine 4-(5-carbamoyl-pyridin-2-yloxy)-piperidine-1-carboxylic acid tert-butyl ester (1559 mg, 4.85 mmol) in tetrahydrofuran (25 mL) with hydrochloric acid (4.0 M in dioxane, 15 mL). Stir the resulting reaction mixture for 48 h. Filter the white precipitate washing with EtOAc (10 mL). Redissolve the white solid in methanol and concentrate to provide the title compound (1195 mg, 89%). Starting materials: ClC=1C2=C(N=CN1)CCN(C2)C2=C(C#N)C=C(C=C2)C (2-(4-chloro-7,8-dihydropyrido[4,3-d]pyrimidin-6(5H)-yl)-5-methylbenzonitrile), N[C@H](CCO)C=1C=NC(=CC1)C ((R)-3-amino-3-(6-methylpyridin-3-yl)propan-1-ol), C(C)(C)N(C(C)C)CC (N,N-diisopropylethylamine). The solvent is C(C)#N (acetonitrile). The product is OCC[C@H](C=1C=NC(=CC1)C)NC=1C2=C(N=CN1)CCN(C2)C2=C(C#N)C=C(C=C2)C (2-{4-[(R)-3-Hydroxy-1-(6-methyl-pyridin-3-yl)-propylamino]-7,8-dihydro-5H-pyrido[4,3-d]pyrimidin-6-yl}-5-methyl-benzonitrile). Isolated yield 33.3%. As a reaction SMILES: Cl[C:2]1[C:3]2[CH2:11][N:10]([C:12]3[CH:19]=[CH:18][C:17]([CH3:20])=[CH:16][C:13]=3[C:14]#[N:15])[CH2:9][CH2:8][C:4]=2[N:5]=[CH:6][N:7]=1.[NH2:21][C@@H:22]([C:26]1[CH:27]=[N:28][C:29]([CH3:32])=[CH:30][CH:31]=1)[CH2:23][CH2:24][OH:25].C(N(CC)C(C)C)(C)C>C(#N)C>[OH:25][CH2:24][CH2:23][C@@H:22]([NH:21][C:2]1[C:3]2[CH2:11][N:10]([C:12]3[CH:19]=[CH:18][C:17]([CH3:20])=[CH:16][C:13]=3[C:14]#[N:15])[CH2:9][CH2:8][C:4]=2[N:5]=[CH:6][N:7]=1)[C:26]1[CH:27]=[N:28][C:29]([CH3:32])=[CH:30][CH:31]=1. Reported procedure: A reaction mixture of 2-(4-chloro-7,8-dihydropyrido[4,3-d]pyrimidin-6(5H)-yl)-5-methylbenzonitrile (60 mg, 0.21 mmol) and (R)-3-amino-3-(6-methylpyridin-3-yl)propan-1-ol (35 mg, 0.21 mmol) in acetonitrile (2 mL) and N,N-diisopropylethylamine (73 μL, 0.42 mmol) was subjected to microwave irradiation at 180° C. for 3 h. The reaction mixture was concentrated and the residue was purified by silica gel column (0-30% MeOH/CH2Cl2) followed by preparative HPLC (100×20.2 mm, C18 column; 20-50% CH3CN-wate... The reactants are ClCC=1NC2=CC=CC=C2C1 (2-Chloromethyl indole), OC1=NC=C(C=C1)C(CCCCC)O (2-hydroxy-5-(1-hydroxyhexyl)pyridine). Run in CS(=O)C (DMSO), [OH-].[Na+] (sodium hydroxide). Run at time 8 hour. Yields the product OC(CCCCC)C=1C=CC(=NC1)OCC=1NC2=CC=CC=C2C1 (2-[5-(1-Hydroxyhexyl)-2-pyridyloxymethyl]indole). Isolated yield 57.8%. As a reaction SMILES: Cl[CH2:2][C:3]1[NH:4][C:5]2[C:10]([CH:11]=1)=[CH:9][CH:8]=[CH:7][CH:6]=2.[OH:12][C:13]1[CH:18]=[CH:17][C:16]([CH:19]([OH:25])[CH2:20][CH2:21][CH2:22][CH2:23][CH3:24])=[CH:15][N:14]=1>CS(C)=O.[OH-].[Na+]>[OH:25][CH:19]([C:16]1[CH:17]=[CH:18][C:13]([O:12][CH2:2][C:3]2[NH:4][C:5]3[C:10]([CH:11]=2)=[CH:9][CH:8]=[CH:7][CH:6]=3)=[N:14][CH:15]=1)[CH2:20][CH2:21][CH2:22][CH2:23][CH3:24] |f:3.4|. Procedure details: 2-Chloromethyl indole (8 g, 0,048 mol) and 2-hydroxy-5-(1-hydroxyhexyl)pyridine (9.36 g, 0.048 mol) were dissolved in DMSO (250 ml) and to this mixture, 2N sodium hydroxide solution was added (25 ml, 0.05 mol). The clear, homogeneous reaction mixture became warm, and this mixture was stirred at room temperature overnight. The solution was poured into warer (500 ml), and was extracted thoroughly with ethyl acetate (4×50 ml). The combined extract was washed with 1N sodium hydroxide sclution, water... The reactants are C1=CC(=CC=C1C[C@@H](C(=O)O)N)[N+](=O)[O-] (H-phe(4-NO2)-OH), [OH-].[Na+] (NaOH), [OH-].[Na+] (NaOH), COC(=O)Cl (methylchloroformate), [OH-].[Na+] (NaOH), [OH-].[Na+] (NaOH). The solvent is O (water). Run at time 8 hour. Product: COC(=O)N[C@@H](CC1=CC=C(C=C1)[N+](=O)[O-])C(=O)O (N-(methoxycarbonyl)-4-nitro-L-phenylalanine). Isolated yield 91.7%. As a reaction SMILES: [CH:1]1[C:6]([CH2:7][C@H:8]([NH2:12])[C:9]([OH:11])=[O:10])=[CH:5][CH:4]=[C:3]([N+:13]([O-:15])=[O:14])[CH:2]=1.[OH-].[Na+].[CH3:18][O:19][C:20](Cl)=[O:21]>O>[CH3:18][O:19][C:20]([NH:12][C@H:8]([C:9]([OH:11])=[O:10])[CH2:7][C:6]1[CH:5]=[CH:4][C:3]([N+:13]([O-:15])=[O:14])=[CH:2][CH:1]=1)=[O:21] |f:1.2|. Procedure: To a stirred mixture of H-phe(4-NO2)-OH (11.4 g, 50.0 mmol) and NaOH (2.0 g, 50.0 mmol) in water (450 mL) at 0° C. was added methylchloroformate (4.25 mL, 55.0 mmol) and NaOH (2.2 g in 45 mL water) simultaneously. 1N NaOH was then added to adjust PH ˜9. The reaction mixture was stirred at ambient temperature overnight, the pH was adjust to 10 by adding more aqueous NaOH and the mixture was extracted with ether (2×75 mL). The aqueous layer was acidified to a pH=3 with 5N HCl, and extracted with e...